From a dataset of the Open Reaction Database (ORD), a public repository of structured organic reaction records. describe an organic reaction: reactants, conditions, products, and yield Reaction conditions: time 1 hour. Solvent: CS(=O)C (dimethylsulfoxide), CS(=O)C (DMSO). The yield is 43.3%. As a reaction SMILES: [Cl:1][C:2]1[CH:3]=[C:4]2[C:8](=[CH:9][CH:10]=1)[NH:7][CH2:6][CH2:5]2.[H-].[Na+].F[C:14]1[CH:22]=[CH:21][CH:20]=[CH:19][C:15]=1[C:16]([NH2:18])=[O:17]>CS(C)=O>[Cl:1][C:2]1[CH:3]=[C:4]2[C:8](=[CH:9][CH:10]=1)[N:7]([C:14]1[CH:22]=[CH:21][CH:20]=[CH:19][C:15]=1[C:16]([NH2:18])=[O:17])[CH2:6][CH2:5]2 |f:1.2|. Product: ClC=1C=C2CCN(C2=CC1)C1=C(C(=O)N)C=CC=C1 (2-(5-chloro-indolin-1-yl)benzamide). Starting materials: ClC=1C=C2CCNC2=CC1 (5-chloroindoline), [H-].[Na+] (sodium hydride), FC1=C(C(=O)N)C=CC=C1 (o-fluorobenzamide). Procedure details: A slurry was prepared comprising 5-chloroindoline (15.3 gm, 0.1 mole), dimethylsulfoxide (DMSO) [50 ml] and sodium hydride (5.28 gm, 50% in oil, washed with hexane). The slurry was permitted to stir at room temperature for 1 hour. To this a solution of o-fluorobenzamide (15.2 gm, 1.1 eq.) in DMSO (20 ml) was added dropwise with the temperature between 17°-19° C. At the end of addition the reaction mixture was stirred at room temperature for 2 hours, then heated to 75°-78° C. for 16 hours. The re...